Dataset: the Open Reaction Database (ORD), a public repository of structured organic reaction records. Task: describe an organic reaction: reactants, conditions, products, and yield Starting materials: Cl (HCl), N1CCCCC1 (Piperidine), C(C1=CC=CC=C1)=O (benzaldehyde), C(=O)(O)CC(=O)NC1=C(C(=O)O)C=CC=C1 (2-[(carboxyacetyl)amino]benzoic acid). Run in C1(=CC=CC=C1)C (toluene). Yields the product O=C(\C=C\C1=CC=CC=C1)NC1=C(C(=O)O)C=CC=C1 ((E)-2-[(1-oxo-3-phenyl-2-propenyl)amino]benzoic acid). Yield: 96.1%. As a reaction SMILES: N1CCCCC1.C(=O)[C:8]1[CH:13]=[CH:12][CH:11]=[CH:10][CH:9]=1.[C:15]([CH2:18][C:19]([NH:21][C:22]1[CH:30]=[CH:29][CH:28]=[CH:27][C:23]=1[C:24]([OH:26])=[O:25])=[O:20])(O)=O.Cl>C1(C)C=CC=CC=1>[O:20]=[C:19]([NH:21][C:22]1[CH:30]=[CH:29][CH:28]=[CH:27][C:23]=1[C:24]([OH:26])=[O:25])/[CH:18]=[CH:15]/[C:8]1[CH:13]=[CH:12][CH:11]=[CH:10][CH:9]=1. Procedure details: Piperidine (0.42 mL, 4.2 mmol) was added to a suspension of benzaldehyde (0.43 mL, 4.2 mmol) and 2-[(carboxyacetyl)amino]benzoic acid (0.83 g, 3.7 mmol) in toluene (5.0 mL) and treated according to Procedure 2, acidifying with 1 M HCl. (E)-2-[(1-oxo-3-phenyl-2-propenyl)amino]benzoic acid (0.95 g, 96%) was obtained as a pale yellow crystalline solid; mp 188-189° C., lit. [23] 196-197° C.; δH (500 MHz, DMSO-d6) 6.88 (d, J=16.0 Hz, 1H, CH═CHCO), 7.18 (t, J3,4=J4,5=8.0, 1H, H4), 7.41-7.45 (m, 3H, H3... Starting materials: CC(C)(N)Cc1ccc(F)cc1, O, c1ccncc1, O=C(Cl)c1cnc2ccccc2n1. Product: CC(C)(Cc1ccc(F)cc1)NC(=O)c1cnc2ccccc2n1. As a reaction SMILES: [F:1][c:2]1[cH:3][cH:4][c:5]([CH2:8][C:9]([CH3:10])([CH3:11])[NH2:12])[cH:6][cH:7]1.[OH2:26].[cH:27]1[cH:28][cH:29][n:30][cH:31][cH:32]1.[n:13]1[c:14]([C:23](=[O:24])[Cl:25])[cH:15][n:16][c:17]2[cH:18][cH:19][cH:20][cH:21][c:22]12>>[F:1][c:2]1[cH:3][cH:4][c:5]([CH2:8][C:9]([CH3:10])([CH3:11])[NH:12][C:23]([c:14]2[n:13][c:22]3[c:17]([n:16][cH:15]2)[cH:18][cH:19][cH:20][cH:21]3)=[O:24])[cH:6][cH:7]1. Starting materials: NC=1C=CC2=C(C=C(O2)C(=O)OC)C1 (5-amino-2-methoxycarbonylbenzofuran), ClC1=NC=C(C(=N1)NC1=CC=C(C=C1)Cl)F (2-chloro-N4-(4-chlorophenyl)-5-fluoro-4-pyrimidineamine). The product is ClC1=CC=C(C=C1)NC1=NC(=NC=C1F)NC=1C=CC2=C(C=C(O2)C(=O)OC)C1 (N4-(4-chlorophenyl)-5-fluoro-N2-(2-methoxycarbonylbenzofuran-5-yl)-2,4-pyrimidinediamine). Reaction SMILES: [NH2:1][C:2]1[CH:3]=[CH:4][C:5]2[O:9][C:8]([C:10]([O:12][CH3:13])=[O:11])=[CH:7][C:6]=2[CH:14]=1.Cl[C:16]1[N:21]=[C:20]([NH:22][C:23]2[CH:28]=[CH:27][C:26]([Cl:29])=[CH:25][CH:24]=2)[C:19]([F:30])=[CH:18][N:17]=1>>[Cl:29][C:26]1[CH:25]=[CH:24][C:23]([NH:22][C:20]2[C:19]([F:30])=[CH:18][N:17]=[C:16]([NH:1][C:2]3[CH:3]=[CH:4][C:5]4[O:9][C:8]([C:10]([O:12][CH3:13])=[O:11])=[CH:7][C:6]=4[CH:14]=3)[N:21]=2)=[CH:28][CH:27]=1. Reported procedure: In like manner to the preparation of N4-(3-chloro-4-trifluoromethoxyphenyl)-5-fluoro-N2-(3-hydroxyphenyl)-2,4-pyrimidineamine, the reaction of 5-amino-2-methoxycarbonylbenzofuran with 2-chloro-N4-(4-chlorophenyl)-5-fluoro-4-pyrimidineamine gave N4-(4-chlorophenyl)-5-fluoro-N2-(2-methoxycarbonylbenzofuran-5-yl)-2,4-pyrimidinediamine. 1H NMR (DMSO-d6): δ 10.28 (bs, 1H), 10.18 (bs, 1H), 8.25 (d, 1H, J=4.5 Hz), 7.96 (bs, 1H), 7.84 (m, 1H), 7.67 (m, 3H), 7.57 (m, 1H), 7.37 (bd, 2H, J=9.0 Hz), 3.88 (s... Reactants: C(CCC)C12CC3=CC(=CC=C3C2=C(C(CC1)=O)C)O (9a-butyl-7-hydroxy-4-methyl-1,2,9,9a-tetrahydro-3H-fluoren-3-one), Cl.ON (hydroxyl amine hydrochloride). Solvent: N1=CC=CC=C1 (pyridine). Run at temperature 60 celsius. Yields the product C(CCC)C12CC3=CC(=CC=C3C2=C(/C(/CC1)=N/O)C)O ((3E)-9a-butyl-7-hydroxy-4-methyl-1,2,9,9a-tetrahydro-3H-fluoren-3-one oxime). RXN SMILES: [CH2:1]([C:5]12[CH2:17][CH2:16][C:15](=O)[C:14]([CH3:19])=[C:13]1[C:12]1[C:7](=[CH:8][C:9]([OH:20])=[CH:10][CH:11]=1)[CH2:6]2)[CH2:2][CH2:3][CH3:4].Cl.[OH:22][NH2:23]>N1C=CC=CC=1>[CH2:1]([C:5]12[CH2:17][CH2:16]/[C:15](=[N:23]\[OH:22])/[C:14]([CH3:19])=[C:13]1[C:12]1[C:7](=[CH:8][C:9]([OH:20])=[CH:10][CH:11]=1)[CH2:6]2)[CH2:2][CH2:3][CH3:4] |f:1.2|. Reported procedure: A solution of 9a-butyl-7-hydroxy-4-methyl-1,2,9,9a-tetrahydro-3H-fluoren-3-one (60 mg, 0.22 mmol) and hydroxyl amine hydrochloride (77 mg, 1.11 mmol) in anhydrous pyridine (0.5 mL) was stirred under a nitrogen atmosphere at room temperature for 4.3 hours and then heated in an oil bath at 60° C. for 30 minutes. The reaction mixture was evaporated under vacuum to an oil which was taken up in EtOAc (10 mL), washed with 1N HCl (2×6 ml), water (6 mL) and brine (6 ml), dried over MgSO4, filtered, and ...